This data is from the Open Reaction Database (ORD), a public repository of structured organic reaction records. The task is: describe an organic reaction: reactants, conditions, products, and yield Run in O (water), O (water), CC(=O)C (acetone), CO (methanol), O (water), C1(=CC=CC=C1)C (toluene). Starting materials: S(O)(O)(=O)=O (sulfuric acid), O.N[C@@H](CCC(=O)[O-])C(=O)[O-].[Na+].[Na+] (sodium glutamate monohydrate), S(O)(O)(=O)=O (sulfuric acid), C(CCC)N (n-butylamine), C(CCC)N (n-butylamine), [OH-].[Na+] (sodium hydroxide), C(C)C(C(=O)Cl)CCCC (2-ethylhexanoyl chloride), [OH-].[Na+] (sodium hydroxide), S(O)(O)(=O)=O (sulfuric acid). Yields the product C(CCC)N(C([C@@H](NC(C(CCCC)CC)=O)CCC(=O)O)=O)CCCC (2-ethylhexanoylglutamic acid dibutylamide). Conditions: temperature 90 celsius. As a reaction SMILES: O.[NH2:2][C@H:3]([C:9]([O-:11])=O)[CH2:4][CH2:5][C:6]([O-:8])=[O:7].[Na+].[Na+].[OH-].[Na+].[CH2:16]([CH:18]([CH2:22][CH2:23][CH2:24][CH3:25])[C:19](Cl)=[O:20])[CH3:17].S(=O)(=O)(O)O.[CH2:31]([NH2:35])[CH2:32][CH2:33][CH3:34]>O.CO.C1(C)C=CC=CC=1.CC(C)=O>[CH2:31]([N:35]([CH2:9][CH2:3][CH2:4][CH3:5])[C:9](=[O:11])[C@H:3]([CH2:4][CH2:5][C:6]([OH:8])=[O:7])[NH:2][C:19](=[O:20])[CH:18]([CH2:16][CH3:17])[CH2:22][CH2:23][CH2:24][CH3:25])[CH2:32][CH2:33][CH3:34] |f:0.1.2.3,4.5|. Procedure: 110 g of sodium glutamate monohydrate was dissolved in 140 g of water and 78 g of 27% aqueous sodium hydroxide and the solution was cooled to 10° C. The solution was added with 110 g of acetone and added dropwise with 87 g of 2-ethylhexanoyl chloride and 78 g of 27% aqueous sodium hydroxide. The reaction mixture for the acylation was diluted with 100 g of water and neutralized with 63 g of 95% sulfuric acid to separate an oil. The aqueous layer was removed, and the oil layer was concentrated und...